This data is from the Open Reaction Database (ORD), a public repository of structured organic reaction records. The task is: describe an organic reaction: reactants, conditions, products, and yield Reactants: C(=O)C=1C=C(C(=O)OC)C=CC1O (methyl 3-formyl-4-hydroxybenzoate), C(=O)([O-])[O-].[K+].[K+] (K2CO3), BrCC1CC1 ((bromomethyl)cyclopropane). Run in CN(C)C=O (DMF). Reaction conditions: time 2 hour. Yields the product C1(CC1)COC1=C(C=C(C(=O)OC)C=C1)C=O (methyl 4-(cyclopropylmethoxy)-3-formylbenzoate). The yield is 100.0%. As a reaction SMILES: [CH:1]([C:3]1[CH:4]=[C:5]([CH:10]=[CH:11][C:12]=1[OH:13])[C:6]([O:8][CH3:9])=[O:7])=[O:2].C([O-])([O-])=O.[K+].[K+].Br[CH2:21][CH:22]1[CH2:24][CH2:23]1>CN(C=O)C>[CH:22]1([CH2:21][O:13][C:12]2[CH:11]=[CH:10][C:5]([C:6]([O:8][CH3:9])=[O:7])=[CH:4][C:3]=2[CH:1]=[O:2])[CH2:24][CH2:23]1 |f:1.2.3|. Procedure details: To a solution of methyl 3-formyl-4-hydroxybenzoate (2 g, 11.10 mmol) in DMF (20 ml), K2CO3 (3.07 mg, 22.2 mmol) and (bromomethyl)cyclopropane (2.156 ml, 22.2 mmol) were added. The mixture was stirred at RT for 2 hours. The reaction was quenched with water, and the product was extracted with EtOAc. The organic layer was washed with water (2×) and NaCl sat. sol., dried over Na2SO4 and evaporated under vacuum to give 2.6 g of the desired compound (quantitative yield).